From a dataset of the Open Reaction Database (ORD), a public repository of structured organic reaction records. describe an organic reaction: reactants, conditions, products, and yield The reactants are N(=O)[O-].[Na+] (sodium nitrite), NC=1C(=C(C(=O)OC)C=CC1)SCC1=CC=CC=C1 (methyl 3-amino-2-(benzylthio)benzoate), C(C)(=O)O (acetic acid), Cl (hydrochloric acid). Solvent: O (water), O (water). Reaction conditions: time 30 minute. The product is S1N=NC2=C1C(=CC=C2)C(=O)OC (methyl 1,2,3-benzothiadiazole-7-carboxylate). The yield is 65.4%. Reaction SMILES: [NH2:1][C:2]1[C:3]([S:12]CC2C=CC=CC=2)=[C:4]([CH:9]=[CH:10][CH:11]=1)[C:5]([O:7][CH3:8])=[O:6].C(O)(=O)C.Cl.[N:25]([O-])=O.[Na+]>O>[S:12]1[C:3]2[C:4]([C:5]([O:7][CH3:8])=[O:6])=[CH:9][CH:10]=[CH:11][C:2]=2[N:1]=[N:25]1 |f:3.4|. Reported procedure: A mixture of methyl 3-amino-2-(benzylthio)benzoate (26.9 g, 98.4 mmol), acetic acid (1.00 L, 1.75 mol), water (200 mL) and concentrated hydrochloric acid (172 mL, 2.06 mol) was stirred at room temperature for 30 min. To the reaction mixture was added a solution of sodium nitrite (7.59 g, 110 mmol) in water (200 mL) at 0° C. and the mixture was stirred at 0-5° C. for 2 hr. The precipitate was collected by filtration, washed with water, and dried under reduced pressure to give the title compound (... Starting materials: Cl (hydrochloric acid), O1C(CCC1=O)=O (dihydrofuran-2,5-dione), C(=O)([O-])[O-].[K+].[K+] (K2CO3), CN(C(CNC(OC(C)(C)C)=O)=O)CC1=CC(=CC=C1)C=1C=NC(=NC1)N1CCNCC1 (tert-Butyl (2-{methyl[3-(2-piperazin-1-ylpyrimidin-5-yl)benzyl]amino}-2-oxoethyl)carbamate). Solvent: O (Water), CN(C)C=O (DMF). Reaction conditions: time 1 hour. Product: C(C)(C)(C)OC(=O)NCC(=O)N(C)CC=1C=C(C=CC1)C=1C=NC(=NC1)N1CCN(CC1)C(CCC(=O)O)=O (4-(4-{5-[3-({[N-(tert-butoxycarbonyl)glycyl](methyl)amino}methyl)phenyl]pyrimidin-2-yl}piperazin-1-yl)-4-oxobutanoic acid). Isolated yield 68.5%. Reaction SMILES: [CH3:1][N:2]([CH2:14][C:15]1[CH:20]=[CH:19][CH:18]=[C:17]([C:21]2[CH:22]=[N:23][C:24]([N:27]3[CH2:32][CH2:31][NH:30][CH2:29][CH2:28]3)=[N:25][CH:26]=2)[CH:16]=1)[C:3](=[O:13])[CH2:4][NH:5][C:6](=[O:12])[O:7][C:8]([CH3:11])([CH3:10])[CH3:9].[O:33]1[C:37](=[O:38])[CH2:36][CH2:35][C:34]1=[O:39].C([O-])([O-])=O.[K+].[K+].Cl>CN(C=O)C.O>[C:8]([O:7][C:6]([NH:5][CH2:4][C:3]([N:2]([CH2:14][C:15]1[CH:16]=[C:17]([C:21]2[CH:22]=[N:23][C:24]([N:27]3[CH2:32][CH2:31][N:30]([C:37](=[O:38])[CH2:36][CH2:35][C:34]([OH:39])=[O:33])[CH2:29][CH2:28]3)=[N:25][CH:26]=2)[CH:18]=[CH:19][CH:20]=1)[CH3:1])=[O:13])=[O:12])([CH3:11])([CH3:9])[CH3:10] |f:2.3.4|. Procedure: tert-Butyl (2-{methyl[3-(2-piperazin-1-ylpyrimidin-5-yl)benzyl]amino}-2-oxoethyl)carbamate (200 mg) was dissolved in DMF (4 ml), and dihydrofuran-2,5-dione (50 mg) and K2CO3 (125 mg) were added thereto, followed by stirring at room temperature for 1 hour. Water and 1 M hydrochloric acid were added thereto, followed by extraction with EtOAc. The organic layer was dried over MgSO4, and then the solvent was evaporated under reduced pressure. The obtained residue was purified by silica gel column ch... The reactants are resultant mixture, ice, [NH4+].[Cl-] (NH4Cl), hexanes ether, O1C(CCCC1)OCCC#CC(=O)OC (methyl 5-(tetrahydro-2H-pyran-2-yloxy)-2-pentynoate), CN(CCN(C)C)C (N,N,N′,N′-tetramethylethylenediamine), C(C)(C)[Mg]Cl (Isopropylmagnesium chloride). Reagents/catalysts: [Cu](I)I (copper iodide). Solvent: O1CCCC1 (tetrahydrofuran), O1CCCC1 (THF), O1CCCC1 (tetrahydrofuran). Product: hexanes ethyl acetate, CC(C(=CC(=O)OC)CCOC1OCCCC1)C (methyl 4-methyl-3-[2-(tetrahydro-2H-pyran-2-yloxy)ethyl]-2-pentenoate). Isolated yield 85.0%. RXN SMILES: CN(C)CCN(C)C.[CH:9]([Mg]Cl)([CH3:11])[CH3:10].[O:14]1[CH2:19][CH2:18][CH2:17][CH2:16][CH:15]1[O:20][CH2:21][CH2:22][C:23]#[C:24][C:25]([O:27][CH3:28])=[O:26].[NH4+].[Cl-]>O1CCCC1.[Cu](I)I>[CH3:10][CH:9]([CH3:11])[C:23]([CH2:22][CH2:21][O:20][CH:15]1[CH2:16][CH2:17][CH2:18][CH2:19][O:14]1)=[CH:24][C:25]([O:27][CH3:28])=[O:26] |f:3.4|. Procedure: Freshly purchased copper iodide (CuI, approximately 1.97 g, approximately 12.2 mmol) was placed under N2 in a four-neck flask. Dry tetrahydrofuran (THF) (about 35 ml) was added, followed by N,N,N′,N′-tetramethylethylenediamine (about 2.76 ml). The mixture was stirred at room temperature until a green-yellow solution was obtained and then cooled to about −70° C., upon which a green suspension was formed. Isopropylmagnesium chloride solution (approximately 12.3 mmol; about 6.1 ml of approximately ... As a reaction SMILES: [CH2:9]([Li:10])[CH2:11][CH2:12][CH3:13].[CH3:1][N:2]([CH3:3])[CH2:4][CH2:5][N:6]([CH3:7])[CH3:8].[CH3:40][CH2:41][CH2:42][CH2:43][CH2:44][CH3:45].[CH:14]([CH3:15])([CH3:16])[NH:17][CH:18]([CH2:19][C:20]1=[C:26]2[CH:25]([CH2:24][CH2:23][NH:22][C:21]1=[O:37])[CH2:34][CH2:33][c:32]1[c:27]2[cH:28][cH:29][c:30]([O:35][CH3:36])[cH:31]1)[CH3:38].[O:46]1[CH2:47][CH2:48][CH2:49][CH2:50]1.[OH2:39]>>[CH:14]([CH3:15])([CH3:16])[NH:17][CH2:18][CH2:19][C:20]1=[C:26]2[CH:25]([CH2:24][CH2:23][NH:22][C:21]1=[O:37])[CH2:34][CH2:33][c:32]1[c:27]2[cH:28][cH:29][c:30]([O:35][CH3:36])[cH:31]1. Yields the product COc1ccc2c(c1)CCC1CCNC(=O)C(CCNC(C)C)=C21. The reactants are [Li]CCCC, CN(C)CCN(C)C, CCCCCC, COc1ccc2c(c1)CCC1CCNC(=O)C(CC(C)NC(C)C)=C21, C1CCOC1, O. The reactants are C1CCOC1, CCOC(=O)CC(=O)N1CCN(C(=O)c2ccccc2C(F)(F)F)CC1, CO, [Li+], [OH-], O, O. The product is O=C(O)CC(=O)N1CCN(C(=O)c2ccccc2C(F)(F)F)CC1. RXN SMILES: [CH2:32]1[O:33][CH2:34][CH2:35][CH2:36]1.[CH2:4]([CH3:5])[O:6][C:7]([CH2:8][C:9]([N:10]1[CH2:11][CH2:12][N:13]([C:16]([c:17]2[c:18]([C:23]([F:24])([F:25])[F:26])[cH:19][cH:20][cH:21][cH:22]2)=[O:27])[CH2:14][CH2:15]1)=[O:28])=[O:29].[CH3:30][OH:31].[Li+:2].[OH-:1].[OH2:37].[OH2:3]>>[O:6]=[C:7]([CH2:8][C:9]([N:10]1[CH2:11][CH2:12][N:13]([C:16]([c:17]2[c:18]([C:23]([F:24])([F:25])[F:26])[cH:19][cH:20][cH:21][cH:22]2)=[O:27])[CH2:14][CH2:15]1)=[O:28])[OH:29]. Reactants: ClC=1C(=NC=CN1)N1CCN(CC1)CC=1C=NN(C1C)C1=CC=CC=C1 (3′-chloro-4-(5-methyl-1-phenyl-1H-pyrazol-4-ylmethyl)-3,4,5,6-tetrahydro-2H-[1,2′]bipyrazinyl), FC1=C(C=CC(=C1)B1OC(C(O1)(C)C)(C)C)CO ([2-fluoro-4-(4,4,5,5-tetramethyl-[1,3,2]dioxaborolan-2-yl)-phenyl]-methanol), C([O-])([O-])=O.[K+].[K+] (potassium carbonate), O (water), O (water). The reagents and catalysts are C=1C=CC(=CC1)[P](C=2C=CC=CC2)(C=3C=CC=CC3)[Pd]([P](C=4C=CC=CC4)(C=5C=CC=CC5)C=6C=CC=CC6)([P](C=7C=CC=CC7)(C=8C=CC=CC8)C=9C=CC=CC9)[P](C=1C=CC=CC1)(C=1C=CC=CC1)C=1C=CC=CC1 (tetrakis(triphenylphosphine)palladium(0)). The solvent is CN(C(C)=O)C (N,N-dimethylacetamide). Product: Cl.FC1=C(C=CC(=C1)C=1C(=NC=CN1)N1CCN(CC1)CC=1C=NN(C1C)C1=CC=CC=C1)CO ({2-Fluoro-4-[4-(5-methyl-1-phenyl-1H-pyrazol-4-ylmethyl)-3,4,5,6-tetrahydro-2H-[1,2′]bipyrazinyl-3′-yl]-phenyl}-methanol hydrochloride). Isolated yield 82.0%. Reaction SMILES: [Cl:1][C:2]1[C:3]([N:8]2[CH2:13][CH2:12][N:11]([CH2:14][C:15]3[CH:16]=[N:17][N:18]([C:21]4[CH:26]=[CH:25][CH:24]=[CH:23][CH:22]=4)[C:19]=3[CH3:20])[CH2:10][CH2:9]2)=[N:4][CH:5]=[CH:6][N:7]=1.[F:27][C:28]1[CH:33]=[C:32](B2OC(C)(C)C(C)(C)O2)[CH:31]=[CH:30][C:29]=1[CH2:43][OH:44].C(=O)([O-])[O-].[K+].[K+].O>CN(C)C(=O)C.C1C=CC([P]([Pd]([P](C2C=CC=CC=2)(C2C=CC=CC=2)C2C=CC=CC=2)([P](C2C=CC=CC=2)(C2C=CC=CC=2)C2C=CC=CC=2)[P](C2C=CC=CC=2)(C2C=CC=CC=2)C2C=CC=CC=2)(C2C=CC=CC=2)C2C=CC=CC=2)=CC=1>[ClH:1].[F:27][C:28]1[CH:33]=[C:32]([C:2]2[C:3]([N:8]3[CH2:13][CH2:12][N:11]([CH2:14][C:15]4[CH:16]=[N:17][N:18]([C:21]5[CH:26]=[CH:25][CH:24]=[CH:23][CH:22]=5)[C:19]=4[CH3:20])[CH2:10][CH2:9]3)=[N:4][CH:5]=[CH:6][N:7]=2)[CH:31]=[CH:30][C:29]=1[CH2:43][OH:44] |f:2.3.4,8.9,^1:61,63,82,101|. Procedure details: Stir together 3′-chloro-4-(5-methyl-1-phenyl-1H-pyrazol-4-ylmethyl)-3,4,5,6-tetrahydro-2H-[1,2′]bipyrazinyl (184 mg, 0.50 mmol), [2-fluoro-4-(4,4,5,5-tetramethyl-[1,3,2]dioxaborolan-2-yl)-phenyl]-methanol (151 mg, 0.60 mmol), potassium carbonate (166 mg, 1.20 mmol) and tetrakis(triphenylphosphine)palladium(0) (0.006 g, 0.003 mmol) and water (1 mL), in N,N-dimethylacetamide (2 mL) at room temperature under nitrogen, then heat at 120° C. for 3 hr. Cool to room temperature, add water (20 mL) and ex... The reactants are C(C)(C)(C)OC(=O)N[C@@](CCP(OCC)(OCC)=O)(CCC=1OC(=CC1)C(CCCCC1=CC=CC=C1)=O)C (Diethyl (3R)-3-t-butoxycarbonylamino-3-methyl-5-[5-(5-phenylpentanoyl)furan-2-yl]pentylphosphonate), Br[Si](C)(C)C (bromotrimethylsilane). The solvent is ClCCl (dichloromethane). Reaction conditions: time 4 hour. Product: N[C@@](CCP(O)(O)=O)(CCC=1OC(=CC1)C(CCCCC1=CC=CC=C1)=O)C ((3R)-3-Amino-3-methyl-5-[5-(5-phenylpentanoyl)furan-2-yl]pentylphosphonic acid). Yield: 66.4%. RXN SMILES: C(OC([NH:8][C@:9]([CH3:39])([CH2:20][CH2:21][C:22]1[O:23][C:24]([C:27](=[O:38])[CH2:28][CH2:29][CH2:30][CH2:31][C:32]2[CH:37]=[CH:36][CH:35]=[CH:34][CH:33]=2)=[CH:25][CH:26]=1)[CH2:10][CH2:11][P:12](=[O:19])([O:16]CC)[O:13]CC)=O)(C)(C)C.Br[Si](C)(C)C>ClCCl>[NH2:8][C@:9]([CH3:39])([CH2:20][CH2:21][C:22]1[O:23][C:24]([C:27](=[O:38])[CH2:28][CH2:29][CH2:30][CH2:31][C:32]2[CH:33]=[CH:34][CH:35]=[CH:36][CH:37]=2)=[CH:25][CH:26]=1)[CH2:10][CH2:11][P:12](=[O:13])([OH:16])[OH:19]. Procedure details: To a solution of diethyl (3R)-3-t-butoxycarbonylamino-3-methyl-5-[5-(5-phenylpentanoyl)furan-2-yl]pentylphosphonate (108.2 mg, 0.19 mmol) obtained in Example (29d) in dichloromethane (1.9 ml) was added bromotrimethylsilane (0.2.55 ml, 1.93 mmol), and the resulting mixture was stirred at room temperature under a nitrogen atmosphere for 4 hours. After stirring, the reaction mixture was evaporated in vacuo, and the residue was diluted with aqueous ethanol, and then the resulting mixture was adjuste... Starting materials: BrC1=C(C=C(OCCOC2=CC3=CC=CC=C3C=C2)C=C1Cl)Cl (2-[2-(4-bromo-3,5-dichlorophenoxy)ethoxy]naphthalene), cuprous cyanide, CN(C=O)C (dimethylformamide). Solvent: [C-]#N.[Na+] (sodium cyanide). Conditions: temperature 155 celsius. Yields the product ClC1=C(C#N)C(=CC(=C1)OCCOC1=CC2=CC=CC=C2C=C1)Cl (2,6-dichloro-4-[2-(2-naphthalenyloxy)ethoxy]benzonitrile). RXN SMILES: Br[C:2]1[C:21]([Cl:22])=[CH:20][C:5]([O:6][CH2:7][CH2:8][O:9][C:10]2[CH:19]=[CH:18][C:17]3[C:12](=[CH:13][CH:14]=[CH:15][CH:16]=3)[CH:11]=2)=[CH:4][C:3]=1[Cl:23].[CH3:24][N:25](C)C=O>[C-]#N.[Na+]>[Cl:23][C:3]1[CH:4]=[C:5]([O:6][CH2:7][CH2:8][O:9][C:10]2[CH:19]=[CH:18][C:17]3[C:12](=[CH:13][CH:14]=[CH:15][CH:16]=3)[CH:11]=2)[CH:20]=[C:21]([Cl:22])[C:2]=1[C:24]#[N:25] |f:2.3|. Procedure: A mixture of 2-[2-(4-bromo-3,5-dichlorophenoxy)ethoxy]naphthalene (3.28 g) in dimethylformamide (10 mL) and cuprous cyanide (0.833 g) was heated under argon at 155° C. for four hours. The cooled mixture was diluted with aqueous 10% sodium cyanide solution (100 mL) and extracted twice with dichloromethane. The organic solutions were washed in turn with aqueous 10% sodium cyanide solution and water, dried (Na2SO4), filtered and evaporated to give 2.2 g of crude 2,6-dichloro-4-[2-(2-naphthalenyloxy... Reactants: CI (Methyl iodide), C(=O)=O (CO2), C(C)(C)NC(C)C (Diisopropyl amine), C(CCC)[Li] (n-Butyl lithium), solution, C[C@@H]1CC2=CC[C@H]3[C@@H]4CCC([C@@]4(C)CC[C@@H]3[C@]2(CC1)C)=O (3β-Methylandrost-5-en-17-one). Run in O1CCCC1 (tetrahydrofuran), C(Cl)(Cl)(Cl)Cl (CCl4), O1CCCC1 (tetrahydrofuran), CCCCCC (hexane), O1CCCC1 (tetrahydrofuran). Reaction conditions: time 0.25 hour. The product is C[C@@H]1CC2=CC[C@H]3[C@@H]4C[C@H](C([C@@]4(C)CC[C@@H]3[C@]2(CC1)C)=O)C (3β,16α-dimethylandrost-5-en-17-one). Isolated yield 74.0%. RXN SMILES: C(NC(C)C)(C)C.C([Li])CCC.[C:13](=[O:15])=O.[CH3:16][C@H:17]1[CH2:34][CH2:33][C@@:32]2([CH3:35])[C:19](=[CH:20][CH2:21][C@@H:22]3[C@@H:31]2[CH2:30][CH2:29][C@@:27]2([CH3:28])[C@H:23]3[CH2:24][CH2:25][C:26]2=O)[CH2:18]1.CI>O1CCCC1.CCCCCC.C(Cl)(Cl)(Cl)Cl>[CH3:16][C@H:17]1[CH2:34][CH2:33][C@@:32]2([CH3:35])[C:19](=[CH:20][CH2:21][C@@H:22]3[C@@H:31]2[CH2:30][CH2:29][C@@:27]2([CH3:28])[C@H:23]3[CH2:24][C@@H:25]([CH3:26])[C:13]2=[O:15])[CH2:18]1. Procedure: Diisopropyl amine (1.165 g, 11.5 mmol) was dissolved in dry tetrahydrofuran (30 mL) at -78° C. under N2. n-Butyl lithium (4.44 mL of a 2.6M solution in hexane, 11.5 mmol) was added via syringe and the solution warmed to -23° C. (CO2, CCl4) for 0.25 h. 3β-Methylandrost-5-en-17-one (3.0 g, 10.4 mmol) in dry tetrahydrofuran (30 mL) was added via syringe and the solution stirred for 0.25 h. Methyl iodide (7.0 g, 49.33 mmol) in dry tetrahydrofuran (30 mL) was added dropwise and the mixture stirred at...